Dataset: the Open Reaction Database (ORD), a public repository of structured organic reaction records. Task: describe an organic reaction: reactants, conditions, products, and yield Starting materials: C(=O)(O)[O-].[Na+] (NaHCO3), ClC1=NC=NC(=C1)N1C[C@@H](N[C@@H](C1)C)C (4-chloro-6-((3S,5R)-3,5-dimethylpiperazin-1-yl)pyrimidine), CCN(C(C)C)C(C)C (DIEA), C(C)(=O)Cl (acetyl chloride). The solvent is C(Cl)Cl (DCM). Reaction conditions: time 30 minute. Yields the product ClC1=CC(=NC=N1)N1C[C@@H](N([C@@H](C1)C)C(C)=O)C (1-((2S,6R)-4-(6-chloropyrimidin-4-yl)-2,6-dimethylpiperazin-1-yl)ethanone). The yield is 98.2%. Reaction SMILES: [Cl:1][C:2]1[CH:7]=[C:6]([N:8]2[CH2:13][C@@H:12]([CH3:14])[NH:11][C@@H:10]([CH3:15])[CH2:9]2)[N:5]=[CH:4][N:3]=1.CCN(C(C)C)C(C)C.[C:25](Cl)(=[O:27])[CH3:26].C([O-])(O)=O.[Na+]>C(Cl)Cl>[Cl:1][C:2]1[N:3]=[CH:4][N:5]=[C:6]([N:8]2[CH2:13][C@@H:12]([CH3:14])[N:11]([C:25](=[O:27])[CH3:26])[C@@H:10]([CH3:15])[CH2:9]2)[CH:7]=1 |f:3.4|. Reported procedure: To a solution of 4-chloro-6-((3S,5R)-3,5-dimethylpiperazin-1-yl)pyrimidine(1, 10.29 g, 45.4 mmol) and DIEA (8.80 g, 68.1 mmol. 1.50 equiv.) in 100 ml DCM was added acetyl chloride (4.03 ml, 56.7 mmol, 1.25 equiv.) at room temperature portionwise over 10 min. The reaction was stirred at room temperature for another 30 min. Aqueous NaHCO3 was added to the reaction and the organic layer was washed with NahCO3 (100 ml×2) followed by saturated aqueous NaCl solution. The organic layer was dried over O... The reactants are CCCC[N+](CCCC)(CCCC)Cc1ccccc1, CCCCn1c(=O)[nH]c(=O)oc1=O, COS(=O)(=O)O. Reaction SMILES: [CH2:20]([N+:21]([CH2:22][CH2:23][CH2:24][CH3:25])([CH2:26][CH2:27][CH2:28][CH3:29])[CH2:30][c:31]1[cH:32][cH:33][cH:34][cH:35][cH:36]1)[CH2:37][CH2:38][CH3:39].[CH2:7]([CH2:8][CH2:9][CH3:10])[n:11]1[c:12](=[O:19])[o:13][c:14](=[O:18])[nH:15][c:16]1=[O:17].[CH3:1][O:2][S:3](=[O:4])(=[O:5])[OH:6]>>[CH3:1][n:15]1[c:14](=[O:18])[o:13][c:12](=[O:19])[n:11]([CH2:7][CH2:8][CH2:9][CH3:10])[c:16]1=[O:17]. Product: CCCCn1c(=O)oc(=O)n(C)c1=O. The reactants are BrC1=C(C(=O)OC)C=C(C=C1)Cl (methyl 2-bromo-5-chlorobenzoate), FC(CCC(=O)O)(F)F (4,4,4-trifluorobutyric acid), C[Si](C)(C)[N-][Si](C)(C)C.[Na+] (sodium bis(trimethylsilyl)amide). Run in C1CCOC1 (THF), C1CCOC1 (THF). Conditions: temperature -78 celsius, time 15 minute. Yields the product BrC1=C(C=C(C=C1)Cl)C(CCC(F)(F)F)=O (1-(2-bromo-5-chlorophenyl)-4,4,4-trifluorobutan-1-one). Reaction SMILES: C[Si]([N-][Si](C)(C)C)(C)C.[Na+].[Br:11][C:12]1[CH:21]=[CH:20][C:19]([Cl:22])=[CH:18][C:13]=1[C:14]([O:16]C)=O.[F:23][C:24]([F:31])([F:30])[CH2:25][CH2:26]C(O)=O>C1COCC1>[Br:11][C:12]1[CH:21]=[CH:20][C:19]([Cl:22])=[CH:18][C:13]=1[C:14](=[O:16])[CH2:26][CH2:25][C:24]([F:31])([F:30])[F:23] |f:0.1|. Procedure: A THF solution of sodium bis(trimethylsilyl)amide (1.0M, 194 mL, 194 mmol) was added dropwise to a −78° C. THF (400 mL) solution containing methyl 2-bromo-5-chlorobenzoate (16.10 g, 64.5 mmol) and 4,4,4-trifluorobutyric acid (9.17 g, 64.5 mmol). After stirring for 15 minutes at −78° C. the solution was warmed to 0° C. and stirred for an additional 2 hours. The reaction was quenched with an excess of aqueous 1N HCl (ca 400 mL) and stirred overnight at room temperature. The solution was concentrat... Reactants: CC(C)=O, CC#N, CCO, CC(C)N=C=S, Cl, c1nc2c([nH]1)CCNC2. Product: Cl, CC(C)NC(=S)N1CCc2[nH]cnc2C1. RXN SMILES: [CH3:17][C:18](=[O:19])[CH3:20].[CH3:21][C:22]#[N:23].[CH3:24][CH2:25][OH:26].[CH:11]([CH3:12])([CH3:13])[N:14]=[C:15]=[S:16].[ClH:1].[nH:2]1[cH:3][n:4][c:5]2[c:10]1[CH2:9][CH2:8][NH:7][CH2:6]2>>[ClH:1].[nH:2]1[cH:3][n:4][c:5]2[c:10]1[CH2:9][CH2:8][N:7]([C:15]([NH:14][CH:11]([CH3:12])[CH3:13])=[S:16])[CH2:6]2. Reactants: [Ag+], O=C([O-])[O-], CN=C(NC#N)SC, CC#N, CN(C)Cc1ccc(CSCCN)o1, [K+], [K+], O=[N+]([O-])[O-]. The product is CNC(=NC#N)NCCSCc1ccc(CN(C)C)o1. Reaction SMILES: [Ag+:36].[C:1](=[O:2])([O-:3])[O-:4].[CH3:21][S:22][C:23]([NH:24][C:25]#[N:26])=[N:27][CH3:28].[CH3:29][C:30]#[N:31].[CH3:7][N:8]([CH3:9])[CH2:10][c:11]1[cH:12][cH:13][c:14]([CH2:16][S:17][CH2:18][CH2:19][NH2:20])[o:15]1.[K+:5].[K+:6].[N+:32]([O-:33])([O-:34])=[O:35]>>[CH3:7][N:8]([CH3:9])[CH2:10][c:11]1[cH:12][cH:13][c:14]([CH2:16][S:17][CH2:18][CH2:19][NH:20][C:23](=[N:24][C:25]#[N:26])[NH:27][CH3:28])[o:15]1.